From a dataset of the Open Reaction Database (ORD), a public repository of structured organic reaction records. describe an organic reaction: reactants, conditions, products, and yield Reactants: [Na] (sodium), ClC1=NC=CC=C1C#N (2-chloro-3-cyanopyridine), CN(CCCCCCO)C (6-Dimethylaminohexanol), [Na] (sodium), [H-].[Na+] (sodium hydride). Run in C1(=CC=CC=C1)C (toluene). The product is C(#N)C=1C(=NC=CC1)OCCCCCCN(C)C (3-cyano-2-(6-dimethylaminohexyloxy)pyridine). As a reaction SMILES: [CH3:1][N:2]([CH3:10])[CH2:3][CH2:4][CH2:5][CH2:6][CH2:7][CH2:8][OH:9].[Na].[H-].[Na+].Cl[C:15]1[C:20]([C:21]#[N:22])=[CH:19][CH:18]=[CH:17][N:16]=1>C1(C)C=CC=CC=1>[C:21]([C:20]1[C:15]([O:9][CH2:8][CH2:7][CH2:6][CH2:5][CH2:4][CH2:3][N:2]([CH3:10])[CH3:1])=[N:16][CH:17]=[CH:18][CH:19]=1)#[N:22] |f:2.3,^1:10|. Procedure: 6-Dimethylaminohexanol is converted into its sodium salt with sodium hydride in toluene, followed by reaction of the sodium salt with 2-chloro-3-cyanopyridine to give 3-cyano-2-(6-dimethylaminohexyloxy)pyridine. Reactants: CN1CCC2(CC1)OCC1=C(C2)C=CC(=C1)NS(=O)(=O)C (1,4-dihydro-1'-methyl-7-methanesulfonamido-spiro[(3H)-2-benzopyran-3,4'-piperidine]), CN(C1=CC=CC2=CC=CC(=C12)N(C)C)C (N,N,N',N'-tetramethyl-1,8-napthalenediamine), ClC(=O)OC(C)Cl (1-chloroethyl chloroformate). Solvent: ClC(C)Cl (dichloroethane). Product: Cl.CS(=O)(=O)NC1=CC2=C(CC3(CCNCC3)OC2)C=C1 (1,4-Dihydro-7-methanesulfonamido-spiro[(3H)-2-benzopyran-3,4'-piperidine]hydrochloride). Reaction SMILES: C[N:2]1[CH2:7][CH2:6][C:5]2([CH2:12][C:11]3[CH:13]=[CH:14][C:15]([NH:17][S:18]([CH3:21])(=[O:20])=[O:19])=[CH:16][C:10]=3[CH2:9][O:8]2)[CH2:4][CH2:3]1.CN(C)C1C2C(=CC=CC=2N(C)C)C=CC=1.[Cl:38]C(OC(Cl)C)=O>ClC(Cl)C>[ClH:38].[CH3:21][S:18]([NH:17][C:15]1[CH:14]=[CH:13][C:11]2[CH2:12][C:5]3([O:8][CH2:9][C:10]=2[CH:16]=1)[CH2:4][CH2:3][NH:2][CH2:7][CH2:6]3)(=[O:19])=[O:20] |f:4.5|. Procedure details: To a solution of 1,4-dihydro-1'-methyl-7-methanesulfonamido-spiro[(3H)-2-benzopyran-3,4'-piperidine] (0.575 g) and N,N,N',N'-tetramethyl-1,8-napthalenediamine (proton sponge) (0.6 g) in dichloroethane under nitrogen at 0° C. was added 1-chloroethyl chloroformate (0.613 ml). The mixture was stirred at reflux for 2 hours, cooled filtered through silca gel (20 g) and the product eluted with ethyl acetate. The eluate was concentrated and the residue dissolved in methanol (20 ml) and refluxed for 18 ... The reactants are C(CCC)N1C(=O)N(C=2N=CNC2C1=O)CCCC (1,3-di-n-butyl-xanthine), [OH-].[Na+] (sodium hydroxide), C(CCC)N1C(=O)N(C=2N=CNC2C1=O)CCCC (1,3-di-n-butyl-xanthine), [Na] (sodium), BrCCC=C (4-bromobut-1-ene). Run in C(Cl)(Cl)Cl (chloroform), C(C)O (ethanol). Run at temperature 70 celsius, time 46 hour. Product: C(CCC)N1C(=O)N(C=2N=CN(C2C1=O)CCC=C)CCCC (1,3-Di-n-butyl-7-(but-3-enyl)-xanthine). As a reaction SMILES: [CH2:1]([N:5]1[C:14](=[O:15])[C:13]2[NH:12][CH:11]=[N:10][C:9]=2[N:8]([CH2:16][CH2:17][CH2:18][CH3:19])[C:6]1=[O:7])[CH2:2][CH2:3][CH3:4].[Na].Br[CH2:22][CH2:23][CH:24]=[CH2:25].[OH-].[Na+]>C(O)C.C(Cl)(Cl)Cl>[CH2:1]([N:5]1[C:14](=[O:15])[C:13]2[N:12]([CH2:25][CH2:24][CH:23]=[CH2:22])[CH:11]=[N:10][C:9]=2[N:8]([CH2:16][CH2:17][CH2:18][CH3:19])[C:6]1=[O:7])[CH2:2][CH2:3][CH3:4] |f:3.4,^1:19|. Procedure: 38.9 g of 1,3-di-n-butyl-xanthine are added at 25° C. to a solution of 3.4 g of sodium in 200 ml of absolute ethanol. 20.5 g of 4-bromobut-1-ene are then added at 50° C. After stirring for 46 hours under a nitrogen atmosphere at 70° C. the reaction mixture is cooled to 20° C., precipitated sodium bromide is filtered off and the filtrate is then evaporated under reduced pressure. The residue obtained is treated with chloroform and 1 N sodium hydroxide solution to remove 1,3-di-n-butyl-xanthine. F... The reactants are C1(=CC=CC=C1)NC(=O)NCCCBr (N-phenylcarbamoyl-3-bromopropylamine), ClC1=CC=C(C=C1)CCNCCC1=CC=C(C=C1)Cl (bis[2-(4-chlorophenyl)ethyl]amine), C([O-])([O-])=O.[K+].[K+] (potassium carbonate), [I-].[K+] (potassium iodide). The solvent is CN(C)C=O (DMF), CC#N (CH3CN). Conditions: temperature 80 celsius, time 18 hour. The product is C1(=CC=CC=C1)NC(NCCCN(CCC1=CC=C(C=C1)Cl)CCC1=CC=C(C=C1)Cl)=O ([3-(phenylureido)propyl]bis[2-(4-chlorophenyl)ethyl]amine). The yield is 13.3%. Reaction SMILES: [Cl:1][C:2]1[CH:7]=[CH:6][C:5]([CH2:8][CH2:9][NH:10][CH2:11][CH2:12][C:13]2[CH:18]=[CH:17][C:16]([Cl:19])=[CH:15][CH:14]=2)=[CH:4][CH:3]=1.C(=O)([O-])[O-].[K+].[K+].[I-].[K+].[C:28]1([NH:34][C:35]([NH:37][CH2:38][CH2:39][CH2:40]Br)=[O:36])[CH:33]=[CH:32][CH:31]=[CH:30][CH:29]=1>CC#N.CN(C=O)C>[C:28]1([NH:34][C:35](=[O:36])[NH:37][CH2:38][CH2:39][CH2:40][N:10]([CH2:11][CH2:12][C:13]2[CH:14]=[CH:15][C:16]([Cl:19])=[CH:17][CH:18]=2)[CH2:9][CH2:8][C:5]2[CH:6]=[CH:7][C:2]([Cl:1])=[CH:3][CH:4]=2)[CH:33]=[CH:32][CH:31]=[CH:30][CH:29]=1 |f:1.2.3,4.5|. Procedure details: To a mixture of bis[2-(4-chlorophenyl)ethyl]amine (48 mg, 0.16 mmol), potassium carbonate (44 mg, 0.32 mmol) and potassium iodide (26 mg, 0.16 mmol) in CH3CN (2 ml) was added N-phenylcarbamoyl-3-bromopropylamine (215 mg, 0.64 mmol) in DMF (2 ml). The mixture was stirred at 80° C. for 18 h, and then concentrated under vacuum to dryness. The residue was adsorbed on a plate of silica gel and then developed with 10% methanol/chloroform to afford [3-(phenylureido)propyl]bis[2-(4-chlorophenyl)ethyl]am... Reactants: CCC[Mg+], CCOCC, O=C1CN(C(c2ccccc2)c2ccccc2)C1, [Cl-], [I-], CCCI, [Mg], [NH4+], O. The product is CCCC1(O)CN(C(c2ccccc2)c2ccccc2)C1. Reaction SMILES: [CH2:20]([CH2:21][CH3:22])[Mg+:23].[CH2:31]([O:32][CH2:33][CH3:34])[CH3:35].[CH:1]([c:2]1[cH:3][cH:4][cH:5][cH:6][cH:7]1)([c:8]1[cH:9][cH:10][cH:11][cH:12][cH:13]1)[N:14]1[CH2:15][C:16](=[O:18])[CH2:17]1.[Cl-:29].[I-:19].[I:24][CH2:25][CH2:26][CH3:27].[Mg:28].[NH4+:30].[OH2:36]>>[CH:1]([c:2]1[cH:3][cH:4][cH:5][cH:6][cH:7]1)([c:8]1[cH:9][cH:10][cH:11][cH:12][cH:13]1)[N:14]1[CH2:15][C:16]([OH:18])([CH2:20][CH2:21][CH3:22])[CH2:17]1.